From a dataset of the Open Reaction Database (ORD), a public repository of structured organic reaction records. describe an organic reaction: reactants, conditions, products, and yield Starting materials: C(C)C1=CC=C(C=C1)C=1C(=CSC1)CO ((4-(4-ethylphenyl)thiophen-3-yl)methanol), ethyl 3-(4-hydroxy-2,3-difluoro phenyl) propanoate, C(C)C1=CC=C(C=C1)C1=C(SC(=C1)C(F)(F)F)COC1=C(C(=C(C=C1)CCC(=O)OCC)F)F (ethyl 3-(4-((3-(4-ethylphenyl)-5-(trifluoromethyl)thiophen-2-yl)methoxy)-2,3-difluorophenyl)propanoate). Product: C(C)C1=CC=C(C=C1)C=1C(=CSC1)COC1=C(C(=C(C=C1)CCC(=O)O)F)F (3-(4-((4-(4-ethylphenyl)thiophen-3-yl)methoxy)-2,3-difluorophenyl)propanoic acid). RXN SMILES: [CH2:1]([C:3]1[CH:8]=[CH:7][C:6]([C:9]2[C:10]([CH2:14][OH:15])=[CH:11][S:12][CH:13]=2)=[CH:5][CH:4]=1)[CH3:2].C(C1C=CC(C2C=C(C(F)(F)F)SC=2CO[C:35]2[CH:40]=[CH:39][C:38]([CH2:41][CH2:42][C:43]([O:45]CC)=[O:44])=[C:37]([F:48])[C:36]=2[F:49])=CC=1)C>>[CH2:1]([C:3]1[CH:4]=[CH:5][C:6]([C:9]2[C:10]([CH2:14][O:15][C:35]3[CH:40]=[CH:39][C:38]([CH2:41][CH2:42][C:43]([OH:45])=[O:44])=[C:37]([F:48])[C:36]=3[F:49])=[CH:11][S:12][CH:13]=2)=[CH:7][CH:8]=1)[CH3:2]. Procedure: The title compound was prepared according to the procedure described in Example 216 by coupling of (4-(4-ethylphenyl)thiophen-3-yl)methanol and ethyl 3-(4-hydroxy-2,3-difluoro phenyl) propanoate followed by hydrolysis of ethyl 3-(4-((3-(4-ethylphenyl)-5-(trifluoromethyl)thiophen-2-yl)methoxy)-2,3-difluorophenyl)propanoate to afford the desired product as an off-white solid. 1H NMR (400 MHz, CDCl3) δ 7.52 (s, 1H), 7.42 (m, 2H), 7.28 (m, 3H), 6.80 (m, 1H), 6.62 (m, 1H), 5.02 (s, 2H), 2.95 (t, J=5....